From a dataset of the Open Reaction Database (ORD), a public repository of structured organic reaction records. describe an organic reaction: reactants, conditions, products, and yield RXN SMILES: [Cl:1][C:2]1[N:7]=[C:6]([N:8]([CH3:29])[C:9]2[CH:28]=[CH:27][C:12]3[N:13]([CH3:26])[C:14]([NH:16][CH2:17][C:18]4[CH:23]=[CH:22][C:21]([O:24][CH3:25])=[CH:20][CH:19]=4)=[N:15][C:11]=3[CH:10]=2)[CH:5]=[CH:4][N:3]=1.[CH3:30][S:31]([CH2:34][CH2:35][C:36]1[CH:41]=[CH:40][C:39]([NH2:42])=[CH:38][CH:37]=1)(=[O:33])=[O:32]>>[ClH:1].[CH3:30][S:31]([CH2:34][CH2:35][C:36]1[CH:37]=[CH:38][C:39]([NH:42][C:2]2[N:7]=[C:6]([N:8]([CH3:29])[C:9]3[CH:28]=[CH:27][C:12]4[N:13]([CH3:26])[C:14]([NH:16][CH2:17][C:18]5[CH:23]=[CH:22][C:21]([O:24][CH3:25])=[CH:20][CH:19]=5)=[N:15][C:11]=4[CH:10]=3)[CH:5]=[CH:4][N:3]=2)=[CH:40][CH:41]=1)(=[O:32])=[O:33] |f:2.3|. The product is Cl.CS(=O)(=O)CCC1=CC=C(C=C1)NC1=NC=CC(=N1)N(C1=CC2=C(N(C(=N2)NCC2=CC=C(C=C2)OC)C)C=C1)C (N5-{2-[4-(2-Methanesulfonyl-ethyl)-phenylamino]-pyrimidin-4-yl}-N2-(4-methoxy-benzyl)-1,N5-dimethyl-1H-benzoimidazole-2,5-diamine hydrochloride). Procedure: The title compound was prepared following the procedure of example two with N5-(2-chloro-pyrimidin-4-yl)-N2-(4-methoxy-benzyl)-1,N5-dimethyl-1H-benzoimidazole-2,5-diamine (82 mg, 0.20 mmol) and 4-(2-Methanesulfonyl-ethyl)-phenylamine (40 mg, 0.20 mmol) as a white solid (57 mg, 47%). 1H NMR (300 MHz, d6-DMSO) δ 9.28 (s, 1H), 7.78 (d, J=6.0 Hz, 1H), 7.67 (d, J=8.4 Hz, 2H), 7.34-7.38 (m, 3H), 7.13-7.18 (m, 3H), 6.94 (d, J=8.4 Hz, 1H), 6.89 (d, J=8.7 Hz, 2H), 5.66 (d, J=6.0 Hz, 1H), 4.57 (d, J=5.4 H... Starting materials: ClC1=NC=CC(=N1)N(C1=CC2=C(N(C(=N2)NCC2=CC=C(C=C2)OC)C)C=C1)C (N5-(2-chloro-pyrimidin-4-yl)-N2-(4-methoxy-benzyl)-1,N5-dimethyl-1H-benzoimidazole-2,5-diamine), CS(=O)(=O)CCC1=CC=C(C=C1)N (4-(2-Methanesulfonyl-ethyl)-phenylamine).